This data is from the Open Reaction Database (ORD), a public repository of structured organic reaction records. The task is: describe an organic reaction: reactants, conditions, products, and yield Reactants: CO, Cc1nn(-c2ccc(CCN=[N+]=[N-])cc2)c(C)c1-c1ccccc1. Yields the product Cc1nn(-c2ccc(CCN)cc2)c(C)c1-c1ccccc1. As a reaction SMILES: [CH3:25][OH:26].[N:1](=[N+:2]=[N-:3])[CH2:4][CH2:5][c:6]1[cH:7][cH:8][c:9](-[n:12]2[n:13][c:14]([CH3:24])[c:15](-[c:18]3[cH:19][cH:20][cH:21][cH:22][cH:23]3)[c:16]2[CH3:17])[cH:10][cH:11]1>>[NH2:1][CH2:4][CH2:5][c:6]1[cH:7][cH:8][c:9](-[n:12]2[n:13][c:14]([CH3:24])[c:15](-[c:18]3[cH:19][cH:20][cH:21][cH:22][cH:23]3)[c:16]2[CH3:17])[cH:10][cH:11]1. Run in petroleum ether, C1=CC=C(C=C1)C2=CC=CC=C2.C1=CC=C(C=C1)OC2=CC=CC=C2 (Dowtherm A). Starting materials: ClC1=CC=C(C=C1)C1=NNC=C1N\C(=C/C(=O)OCC)\C (Ethyl 3-[3-(4-chlorophenyl)-pyrazol-4-ylamino]crotonate). Product: O=C1C2=C(NC(=C1)C)C(=NN2)C2=CC=C(C=C2)Cl (4,7-Dihydro-7-oxo-5-methyl-3-(4-chlorophenyl)-1H-pyrazolo[4,3-b]pyridine). Procedure details: Ethyl 3-[3-(4-chlorophenyl)-pyrazol-4-ylamino]crotonate (D14) (0.6 g) was added to refluxing Dowtherm A (20 ml) under nitrogen and heated for 20 min. The cooled solution was diluted with petroleum ether (40°-60°; 100 ml) and the resulting solid was collected and washed well with petroleum ether to afford the title compound (0.39 g) m.p. 324°-327° C. (Found: C, 60.06; H, 3.74; N, 16.14% C13H10N3OCl requires C, 60.13; H, 3.88; N, 16.18%) As a reaction SMILES: [Cl:1][C:2]1[CH:7]=[CH:6][C:5]([C:8]2[C:12]([NH:13]/[C:14](/[CH3:21])=[CH:15]\[C:16]([O:18]CC)=O)=[CH:11][NH:10][N:9]=2)=[CH:4][CH:3]=1>C1C=CC(C2C=CC=CC=2)=CC=1.C1C=CC(OC2C=CC=CC=2)=CC=1>[O:18]=[C:16]1[CH:15]=[C:14]([CH3:21])[NH:13][C:12]2[C:8]([C:5]3[CH:4]=[CH:3][C:2]([Cl:1])=[CH:7][CH:6]=3)=[N:9][NH:10][C:11]1=2 |f:1.2|. Yield: 76.5%. The reactants are OCCN(C=1C2=C(N=C(N1)NC1=CC=C(C=C1)C=1C=NN(C1)C)CCN(C2)C(=O)OC(C)(C)C)C2=CC=CC=C2 (tert-Butyl 4-((2-hydroxyethyl)(phenyl)amino)-2-(4-(1-methyl-1H-pyrazol-4-yl)phenylamino)-7,8-dihydropyrido[4,3-d]pyrimidine-6(5H)-carboxylate), Cl (Hydrochloric acid). Solvent: CO (methanol). Reaction conditions: temperature 70 celsius, time 1 hour. The product is CN1N=CC(=C1)C1=CC=C(C=C1)NC=1N=C(C2=C(N1)CCNC2)N(CCO)C2=CC=CC=C2 (2-((2-(4-(1-Methyl-1H-pyrazol-4-yl)phenylamino)-5,6,7,8-tetrahydropyrido[4,3-d]pyrimidin-4-yl)(phenyl)amino)ethanol). RXN SMILES: [OH:1][CH2:2][CH2:3][N:4]([C:35]1[CH:40]=[CH:39][CH:38]=[CH:37][CH:36]=1)[C:5]1[C:6]2[CH2:27][N:26](C(OC(C)(C)C)=O)[CH2:25][CH2:24][C:7]=2[N:8]=[C:9]([NH:11][C:12]2[CH:17]=[CH:16][C:15]([C:18]3[CH:19]=[N:20][N:21]([CH3:23])[CH:22]=3)=[CH:14][CH:13]=2)[N:10]=1.Cl>CO>[CH3:23][N:21]1[CH:22]=[C:18]([C:15]2[CH:14]=[CH:13][C:12]([NH:11][C:9]3[N:10]=[C:5]([N:4]([C:35]4[CH:40]=[CH:39][CH:38]=[CH:37][CH:36]=4)[CH2:3][CH2:2][OH:1])[C:6]4[CH2:27][NH:26][CH2:25][CH2:24][C:7]=4[N:8]=3)=[CH:17][CH:16]=2)[CH:19]=[N:20]1. Procedure: tert-Butyl 4-((2-hydroxyethyl)(phenyl)amino)-2-(4-(1-methyl-1H-pyrazol-4-yl)phenylamino)-7,8-dihydropyrido[4,3-d]pyrimidine-6(5H)-carboxylate (882 mg, 1.63 mmol) was dissolved in methanol (5 mL). Hydrochloric acid (0.136 mL, 1.63 mmol) was added and the reaction mixture was stirred at 70° C. for 1 h. The solvent was evaporated under reduced pressure and the crude was used in the next step without further purification. Reactants: C=O, CN1CCNCC1, ClCCl, c1ccc2[nH]ccc2c1. The product is CN1CCN(Cc2c[nH]c3ccccc23)CC1. Reaction SMILES: [CH2:17]=[O:18].[CH3:10][N:11]1[CH2:12][CH2:13][NH:14][CH2:15][CH2:16]1.[Cl:19][CH2:20][Cl:21].[nH:1]1[cH:2][cH:3][c:4]2[cH:5][cH:6][cH:7][cH:8][c:9]12>>[nH:1]1[cH:2][c:3]([CH2:17][N:14]2[CH2:13][CH2:12][N:11]([CH3:10])[CH2:16][CH2:15]2)[c:4]2[cH:5][cH:6][cH:7][cH:8][c:9]12. Starting materials: Brc1cnc2ccccc2c1, CC(C)(C)OC(=O)N1CCNCC1, CCOC(C)=O, C1CCCCC1, C1CCCCC1, CCOCC. The product is CC(C)(C)OC(=O)N1CCN(c2cnc3ccccc3c2)CC1. Reaction SMILES: [Br:1][c:2]1[cH:3][n:4][c:5]2[cH:6][cH:7][cH:8][cH:9][c:10]2[cH:11]1.[C:12]([CH3:13])([CH3:14])([CH3:15])[O:16][C:17](=[O:18])[N:19]1[CH2:20][CH2:21][NH:22][CH2:23][CH2:24]1.[C:25]([O:26][CH2:27][CH3:28])(=[O:29])[CH3:30].[CH2:31]1[CH2:32][CH2:33][CH2:34][CH2:35][CH2:36]1.[CH2:37]1[CH2:38][CH2:39][CH2:40][CH2:41][CH2:42]1.[CH2:43]([O:44][CH2:45][CH3:46])[CH3:47]>>[c:2]1([N:22]2[CH2:21][CH2:20][N:19]([C:17]([O:16][C:12]([CH3:13])([CH3:14])[CH3:15])=[O:18])[CH2:24][CH2:23]2)[cH:3][n:4][c:5]2[cH:6][cH:7][cH:8][cH:9][c:10]2[cH:11]1. Reactants: ClC=1C=C(CCl)C=CC1Cl (3,4-dichlorobenzyl chloride), [H-].[Na+] (Sodium hydride), N1C(C2(C3=CC=CC=C13)NC(NC2=O)=O)=O (spiro[imidazolidine-4,3'-indoline]-2,2',5-trione), Cl (hydrochloric acid), resultant mixture. The solvent is O1CCCC1 (tetrahydrofuran), CN(C=O)C (N,N-dimethylformamide), O (water), O (water). Run at time 2 hour. Yields the product ClC=1C=C(CN2C(C3(C4=CC=CC=C24)NC(NC3=O)=O)=O)C=CC1Cl (1'-(3,4-dichlorobenzyl)-spiro[imidazolidine-4,3'-indoline]-2,2',5-trione). RXN SMILES: [H-].[Na+].[NH:3]1[C:11]2[C:6](=[CH:7][CH:8]=[CH:9][CH:10]=2)[C:5]2([C:15](=[O:16])[NH:14][C:13](=[O:17])[NH:12]2)[C:4]1=[O:18].[Cl:19][C:20]1[CH:21]=[C:22]([CH:25]=[CH:26][C:27]=1[Cl:28])[CH2:23]Cl.Cl>CN(C)C=O.O.O1CCCC1>[Cl:19][C:20]1[CH:21]=[C:22]([CH:25]=[CH:26][C:27]=1[Cl:28])[CH2:23][N:3]1[C:11]2[C:6](=[CH:7][CH:8]=[CH:9][CH:10]=2)[C:5]2([C:15](=[O:16])[NH:14][C:13](=[O:17])[NH:12]2)[C:4]1=[O:18] |f:0.1|. Reported procedure: Sodium hydride (1.5 g., 50% w/w dispersion in mineral oil) was added continuously to a solution of spiro[imidazolidine-4,3'-indoline]-2,2',5-trione (2.17 g.) in N,N-dimethylformamide (40 ml.) and water (20 ml.). The resultant mixture was stirred for 30 minutes and then a solution of 3,4-dichlorobenzyl chloride (1.95 g.) in tetrahydrofuran (5 ml.) was added dropwise during 10 minutes. The solution obtained was stirred at room temperature for two hours and then poured into water (150 ml.). The mix...